From a dataset of the Open Reaction Database (ORD), a public repository of structured organic reaction records. describe an organic reaction: reactants, conditions, products, and yield Reactants: N1CCC(CC1)N1C=NC(=C1C1=NC(=NC=C1)OC1=CC=C(C=C1)C(C)C)C1=CC=C(C=C1)F (1-(Piperidin-4-yl)-4-(4-fluorophenyl)-5-[2-(4-isopropylphenoxy)pyrimidin-4-yl]imidazole), C(=O)(C(F)(F)F)O (TFA). Run at time 30 minute. Product: N1CCC(CC1)N1C=NC(=C1C1=NC(=NC=C1)OC1=CC=C(C=C1)C(C)C)OC1=CC=C(C=C1)F (1-(Piperidin-4-yl)-4-(4-fluorophenoxy)-5-[2-(4-isopropylphenoxy)pyrimidin-4-yl]imidazole). RXN SMILES: [NH:1]1[CH2:6][CH2:5][CH:4]([N:7]2[C:11]([C:12]3[CH:17]=[CH:16][N:15]=[C:14]([O:18][C:19]4[CH:24]=[CH:23][C:22]([CH:25]([CH3:27])[CH3:26])=[CH:21][CH:20]=4)[N:13]=3)=[C:10](C3C=CC(F)=CC=3)[N:9]=[CH:8]2)[CH2:3][CH2:2]1.[C:35](O)([C:37]([F:40])(F)F)=O>>[NH:1]1[CH2:2][CH2:3][CH:4]([N:7]2[C:11]([C:12]3[CH:17]=[CH:16][N:15]=[C:14]([O:18][C:19]4[CH:20]=[CH:21][C:22]([CH:25]([CH3:27])[CH3:26])=[CH:23][CH:24]=4)[N:13]=3)=[C:10]([O:18][C:19]3[CH:24]=[CH:35][C:37]([F:40])=[CH:21][CH:20]=3)[N:9]=[CH:8]2)[CH2:5][CH2:6]1. Reported procedure: 1-(Piperidin-4-yl)-4-(4-fluorophenyl)-5-[2-(4-isopropylphenoxy)pyrimidin-4-yl]imidazole. The product of the preceding example was combined with TFA, stirred 30 min and the TFA was removed in vacuo. The residue was dissolved in EtOAc (75 mL) and washed with 10% aq NaOH, H2O, satd aq NaCl, dried (Na2SO4) and concentrated. The resulting residue was crystallized from EtOAc/hexane to afford 44 mg of the title compound as a white solid. ES+MS m/z=458 (MH+). Starting materials: COc1cc(N=C=O)cc(OC)c1OC, CN(C)C=O, CCOC(=O)C(=O)c1csc(N)n1. The product is CCOC(=O)C(=O)c1csc(NC(=O)Nc2cc(OC)c(OC)c(OC)c2)n1. As a reaction SMILES: [CH3:14][O:15][c:16]1[cH:17][c:18]([N:26]=[C:27]=[O:28])[cH:19][c:20]([O:24][CH3:25])[c:21]1[O:22][CH3:23].[CH3:29][N:30]([CH3:31])[CH:32]=[O:33].[NH2:1][c:2]1[s:3][cH:4][c:5]([C:7]([C:8](=[O:9])[O:10][CH2:11][CH3:12])=[O:13])[n:6]1>>[NH:1]([c:2]1[s:3][cH:4][c:5]([C:7]([C:8](=[O:9])[O:10][CH2:11][CH3:12])=[O:13])[n:6]1)[C:27]([NH:26][c:18]1[cH:17][c:16]([O:15][CH3:14])[c:21]([O:22][CH3:23])[c:20]([O:24][CH3:25])[cH:19]1)=[O:28].